Task: describe an organic reaction: reactants, conditions, products, and yield. Dataset: the Open Reaction Database (ORD), a public repository of structured organic reaction records The reactants are FC(C=1C=C(CN2CCNCC2)C=CC1)(F)F (1-(3-(trifluoromethyl)benzyl)piperazine), O=C1N(CCCC1(C1=CC=CC=C1)C1=CC=CC=C1)CC(=O)O (2-(2-oxo-3,3-diphenylpiperidin-1-yl)acetic acid), Cl.C(C)N=C=NCCCN(C)C (N1-((ethylimino)methylene)-N3,N3-dimethylpropane-1,3-diamine hydrochloride). Run in ClCCl (dichloromethane). Run at time 8 hour. The product is O=C(CN1C(C(CCC1)(C1=CC=CC=C1)C1=CC=CC=C1)=O)N1CCN(CC1)CC1=CC(=CC=C1)C(F)(F)F (1-(2-oxo-2-{4-[3-(trifluoromethyl)benzyl]piperazin-1-yl}ethyl)-3,3-diphenylpiperidin-2-one). As a reaction SMILES: [F:1][C:2]([F:17])([F:16])[C:3]1[CH:4]=[C:5]([CH:13]=[CH:14][CH:15]=1)[CH2:6][N:7]1[CH2:12][CH2:11][NH:10][CH2:9][CH2:8]1.[O:18]=[C:19]1[C:24]([C:31]2[CH:36]=[CH:35][CH:34]=[CH:33][CH:32]=2)([C:25]2[CH:30]=[CH:29][CH:28]=[CH:27][CH:26]=2)[CH2:23][CH2:22][CH2:21][N:20]1[CH2:37][C:38](O)=[O:39].Cl.C(N=C=NCCCN(C)C)C>ClCCl>[O:39]=[C:38]([N:10]1[CH2:11][CH2:12][N:7]([CH2:6][C:5]2[CH:13]=[CH:14][CH:15]=[C:3]([C:2]([F:1])([F:16])[F:17])[CH:4]=2)[CH2:8][CH2:9]1)[CH2:37][N:20]1[CH2:21][CH2:22][CH2:23][C:24]([C:31]2[CH:36]=[CH:35][CH:34]=[CH:33][CH:32]=2)([C:25]2[CH:30]=[CH:29][CH:28]=[CH:27][CH:26]=2)[C:19]1=[O:18] |f:2.3|. Procedure: A solution of 1-(3-(trifluoromethyl)benzyl)piperazine (0.395 g, 1.616 mmol), 2-(2-oxo-3,3-diphenylpiperidin-1-yl)acetic acid (Example 68E, 0.500 g, 1.616 mmol) and N1-((ethylimino)methylene)-N3,N3-dimethylpropane-1,3-diamine hydrochloride (0.403 g, 2.101 mmol) in dichloromethane (2 mL) was stirred at room temperature. After stirring overnight, the reaction was loaded directly onto a SF25-40 silica gel column (Analogix®, Burlington, Wis.), and the title compound was eluted using a gradient of 5% ...